This data is from the Open Reaction Database (ORD), a public repository of structured organic reaction records. The task is: describe an organic reaction: reactants, conditions, products, and yield The reactants are C12C(C3CC(CC(C1)C3)C2)NC(=O)C=2C=NN(C2Cl)C2=CC=CC=C2 (5-chloro-1-phenyl-1H-pyrazole-4-carboxylic acid adamantan-2-ylamide), C12C(C3CC(CC(C1)C3)C2)NC(=O)C=2C=NN(C2Cl)C2=CC=CC=C2 (5-chloro-1-phenyl-1H-pyrazole-4-carboxylic acid adamantan-2-ylamide), CC1CNCC(O1)C (2,6-dimethylmorpholine). Product: C12C(C3CC(CC(C1)C3)C2)NC(=O)C=2C=NN(C2N2CC(OC(C2)C)C)C2=CC=CC=C2 (5-(2,6-Dimethyl-morpholin-4-y1)-1-phenyl-1H-pyrazole-4-carboxylic acid adamantan-2-ylamide). RXN SMILES: [CH:1]12[CH2:10][CH:5]3[CH2:6][CH:7]([CH2:9][CH:3]([CH2:4]3)[CH:2]1[NH:11][C:12]([C:14]1[CH:15]=[N:16][N:17]([C:20]3[CH:25]=[CH:24][CH:23]=[CH:22][CH:21]=3)[C:18]=1Cl)=[O:13])[CH2:8]2.[CH3:26][CH:27]1[O:32][CH:31]([CH3:33])[CH2:30][NH:29][CH2:28]1>>[CH:1]12[CH2:10][CH:5]3[CH2:6][CH:7]([CH2:9][CH:3]([CH2:4]3)[CH:2]1[NH:11][C:12]([C:14]1[CH:15]=[N:16][N:17]([C:20]3[CH:25]=[CH:24][CH:23]=[CH:22][CH:21]=3)[C:18]=1[N:29]1[CH2:28][CH:27]([CH3:26])[O:32][CH:31]([CH3:33])[CH2:30]1)=[O:13])[CH2:8]2. Reported procedure: 5-(2,6-Dimethyl-morpholin-4-y1)-1-phenyl-1H-pyrazole-4-carboxylic acid adamantan-2-ylamide was prepared using Procedure A from 5-chloro-1-phenyl-1H-pyrazole-4-carboxylic acid adamantan-2-ylamide (Intermediate 3) and 2,6-dimethylmorpholine. Mass spectrum (ES) MH+=435. Reaction conditions: time 8 hour. The reactants are CC1=C(C(=O)Cl)C=CC=C1[N+](=O)[O-] (2-methyl-3-nitrobenzoyl chloride), NC(CO)(C)C (2-amino-2-methyl-1-propanol), O (water). Reported procedure: A solution of 2-methyl-3-nitrobenzoyl chloride, 0.2 mol, (U.S. Pat. No. 4,065,477) in dichloromethane is added to 0.4 mol of 2-amino-2-methyl-1-propanol (Aldrich Chemical Company) with ice cooling. The mixture is allowed to stand overnight, water added and the solid filtered to give 20.8 g. The organic layer is washed with water, separated and evaporated to give 28.1 g. The two crops of material are combined and dissolved in 2-propanol. The 2-propanol solution is concentrated to give 40.2 g of N... Product: OCC(C)(C)NC(C1=C(C(=CC=C1)[N+](=O)[O-])C)=O (N-(2-hydroxy-1,1-dimethylethyl)-2-methyl-3-nitrobenzamide). As a reaction SMILES: [CH3:1][C:2]1[C:10]([N+:11]([O-:13])=[O:12])=[CH:9][CH:8]=[CH:7][C:3]=1[C:4](Cl)=[O:5].[NH2:14][C:15]([CH3:19])([CH3:18])[CH2:16][OH:17].O>ClCCl.CC(O)C>[OH:17][CH2:16][C:15]([NH:14][C:4](=[O:5])[C:3]1[CH:7]=[CH:8][CH:9]=[C:10]([N+:11]([O-:13])=[O:12])[C:2]=1[CH3:1])([CH3:19])[CH3:18]. Run in CC(C)O (2-propanol), ClCCl (dichloromethane). Starting materials: FC=1C=C(C=O)C=CC1 (3-fluorobenzaldehyde), C(C)OP(=O)(OCC)C(C(=O)OCC)CC(=O)OC(C)(C)C (4-tert-butyl 1-ethyl 2-(diethoxyphosphoryl)succinate), [H-].[Na+] (sodium hydride), Ice water. Solvent: O1CCCC1 (tetrahydrofuran), O1CCCC1 (tetrahydrofuran), O1CCCC1 (tetrahydrofuran). Product: FC=1C=C(\C=C(\C(=O)OCC)/CC(=O)OC(C)(C)C)C=CC1 (4-tert-butyl 1-ethyl(2E)-2-(3-fluorobenzylidene)succinate). Yield: 111.5%. Reaction SMILES: C(OP([CH:9]([CH2:15][C:16]([O:18][C:19]([CH3:22])([CH3:21])[CH3:20])=[O:17])[C:10]([O:12][CH2:13][CH3:14])=[O:11])(OCC)=O)C.[H-].[Na+].[F:25][C:26]1[CH:27]=[C:28]([CH:31]=[CH:32][CH:33]=1)[CH:29]=O>O1CCCC1>[F:25][C:26]1[CH:27]=[C:28]([CH:31]=[CH:32][CH:33]=1)/[CH:29]=[C:9](\[CH2:15][C:16]([O:18][C:19]([CH3:20])([CH3:21])[CH3:22])=[O:17])/[C:10]([O:12][CH2:13][CH3:14])=[O:11] |f:1.2|. Procedure: A solution of 4-tert-butyl 1-ethyl 2-(diethoxyphosphoryl)succinate (28.60 g) in tetrahydrofuran (70 ml) was added dropwise to a suspension of 60% oily sodium hydride (3.39 g) in tetrahydrofuran (100 ml) under ice-cooling during 20 minutes, the mixture was stirred at the same temperature for an hour. Next, a solution of 3-fluorobenzaldehyde (10.00 g) in tetrahydrofuran (30 ml) was added thereto and the mixture was stirred at room temperature for 3 hours. Ice-water was added to the reaction mixtur...